Dataset: the Open Reaction Database (ORD), a public repository of structured organic reaction records. Task: describe an organic reaction: reactants, conditions, products, and yield Reactants: [OH-].[Na+] (NaOH), CSC1=CC=C(C=C1)C=1NC(=C(N1)C1=CC(=CC=C1)[N+](=O)[O-])C1=CC=NC=C1 (2-(4-methylthiophenyl)-4-(3-nitrophenyl)-5-(4-pyridyl)-1H-imidazole). Reagents/catalysts: [Cl-].[Ti+3].[Cl-].[Cl-] (titanium (III) chloride). Solvent: OC(=O)C.O (HOAc-H2O). Run at time 20 minute. Product: NC=1C=C(C=CC1)C=1N=C(NC1C1=CC=NC=C1)C1=CC=C(C=C1)SC (4-(3-Aminophenyl)-2-(4-methylthiophenyl)-5-(4-pyridyl)-1H-imidazole), solid. Yield: 78.0%. RXN SMILES: [CH3:1][S:2][C:3]1[CH:8]=[CH:7][C:6]([C:9]2[NH:10][C:11]([C:23]3[CH:28]=[CH:27][N:26]=[CH:25][CH:24]=3)=[C:12]([C:14]3[CH:19]=[CH:18][CH:17]=[C:16]([N+:20]([O-])=O)[CH:15]=3)[N:13]=2)=[CH:5][CH:4]=1.[OH-].[Na+]>OC(C)=O.O.[Cl-].[Ti+3].[Cl-].[Cl-]>[NH2:20][C:16]1[CH:15]=[C:14]([C:12]2[N:13]=[C:9]([C:6]3[CH:7]=[CH:8][C:3]([S:2][CH3:1])=[CH:4][CH:5]=3)[NH:10][C:11]=2[C:23]2[CH:28]=[CH:27][N:26]=[CH:25][CH:24]=2)[CH:19]=[CH:18][CH:17]=1 |f:1.2,3.4,5.6.7.8|. Procedure details: A solution of 0.161 g (0.41 mmol) of 2-(4-methylthiophenyl)-4-(3-nitrophenyl)-5-(4-pyridyl)-1H-imidazole [See Ex. 62 below] in 3.4 mL of HOAc-H2O (1:1) was treated with 1.81 mL (2.87 mmol) of 20% aqueous titanium (III) chloride in one single portion. The mixture was stirred at rt for 20 min, then made basic with 10% NaOH. The aqueous mixture was extracted with 95:5 CH2Cl2/MeOH. The organic extracts were washed with H2O and saturated NaCl. Evaporation of solvent in vacuo afforded a yellow solid w... Reactants: solution, C(CCC)N(CCCC)CCCC.P(=O)(O)(O)OC[C@@H]1[C@H]([C@H]([C@@H](O1)N1C(=O)NC(=O)C=C1)O)O (uridine 5′-monophosphate tributylamine salt), P(=O)(O)(O)OC[C@@H]1[C@H]([C@H]([C@@H](O1)N1C(=O)NC(=O)C=C1)O)O (uridine 5′-monophosphate), C(CCC)N(CCCC)CCCC (tributylamine), C(CCC)N(CCCC)CCCC (tributylamine), C(CCC)N(CCCC)CCCC.P(O)(=O)(OP(=O)(O)OP(=O)(O)O)OC[C@@H]1[C@H]([C@H]([C@@H](O1)N1C(=O)N=C(N)C=C1)O)O (cytidine 5′-triphosphate tributylamine salt), C1=CC(=CC=C1N=NC2C(=NN(C2=O)C3=CC=C(C=C3)S(=O)(=O)[O-])C(=O)[O-])S(=O)(=O)[O-].[Na+].[Na+].[Na+] (trisodium salt), C(=O)(N1C=NC=C1)N1C=NC=C1 (carbonyldiimidazole). Solvent: CN(C)C=O (DMF), CN(C)C=O (DMF), CN(C)C=O (DMF), CN(C)C=O (DMF). Conditions: temperature 25 celsius, time 30 minute. The product is [C@@H]1([C@H](O)[C@H](O)[C@@H](CO)O1)N1C(=O)NC(=O)C=C1 (Uridine), C(CCC)N(CCCC)CCCC (tributylamine), solid. As a reaction SMILES: P([O:5][CH2:6][C@H:7]1[O:11][C@@H:10]([N:12]2[CH:19]=[CH:18][C:16](=[O:17])[NH:15][C:13]2=[O:14])[C@H:9]([OH:20])[C@@H:8]1[OH:21])(O)(O)=O.[CH2:22](N(CCCC)CCCC)[CH2:23][CH2:24]C.[CH2:35](N(CCCC)CCCC)CCC.P(OC[C@H]1O[C@@H](N2C=CC(=O)NC2=O)[C@H](O)[C@@H]1O)(O)(O)=O.C(N1C=CN=C1)(N1C=CN=C1)=O.C(N(CCCC)CCCC)CCC.P(OC[C@H]1O[C@@H](N2C=CC(N)=NC2=O)[C@H](O)[C@@H]1O)(OP(OP(O)(O)=O)(O)=O)(=O)O.C1C(N=NC2C(=O)N(C3C=CC(S([O-])(=O)=O)=CC=3)N=C2C([O-])=O)=CC=C(S([O-])(=O)=O)C=1.[Na+].[Na+].[Na+]>CN(C=O)C>[C@@H:10]1([N:12]2[CH:19]=[CH:18][C:16](=[O:17])[NH:15][C:13]2=[O:14])[O:11][C@H:7]([CH2:6][OH:5])[C@@H:8]([OH:21])[C@H:9]1[OH:20].[CH2:19]([N:12]([CH2:10][CH2:9][CH2:8][CH3:7])[CH2:13][CH2:22][CH2:23][CH3:24])[CH2:18][CH2:16][CH3:35] |f:2.3,5.6,7.8.9.10|. Procedure details: Uridine 5′-monosphate, tributylamine salt was prepared by dissolving uridine 5′-monophosphate, free acid (Sigma) (3.0 g) with tributylamine (2.0 mL) in DMF to make a 0.34M solution. An anhydrous DMF solution of uridine 5′-monophosphate tributylamine salt (5.6 ml, 1.89 mmol, 0.34 M) was added to a 10 ml round bottomed flask under N2 and carbonyldiimidazole (459 mg, 2.83 mmol) was added and the solution stirred at 25° C. for 30 min. A DMF solution of cytidine 5′-triphosphate tributylamine salt, pr...